The task is: describe an organic reaction: reactants, conditions, products, and yield. This data is from the Open Reaction Database (ORD), a public repository of structured organic reaction records. Starting materials: NN (hydrazine), C(=O)(OC)C1=CC=C(C=C1)C(CCC(=O)C1=CC=2C(CCC(C2C=C1)(C)C)(C)C)=O (1-(4-carbomethoxyphenyl)-4-(5,6,7,8-tetrahydro-5,5,8,8-tetramethyl-2-naphthalenyl)-butane-1,4-dione), [OH-].[Na+] (sodium hydroxide). The solvent is O (water), C(C)O (ethanol), O (water). Yields the product C(=O)(OC)C1=CC=C(C=C1)C=1N=NC(=CC1)C1=CC=2C(CCC(C2C=C1)(C)C)(C)C (3-(4-Carbomethoxyphenyl)-6-(5,6,7,8-tetrahydro-5,5,8,8-tetramethyl-2-naphthalenyl)-pyridazine). Reaction SMILES: [NH2:1][NH2:2].[C:3]([C:7]1[CH:12]=[CH:11][C:10]([C:13](=O)[CH2:14][CH2:15][C:16]([C:18]2[CH:27]=[CH:26][C:25]3[C:24]([CH3:29])([CH3:28])[CH2:23][CH2:22][C:21]([CH3:31])([CH3:30])[C:20]=3[CH:19]=2)=O)=[CH:9][CH:8]=1)([O:5][CH3:6])=[O:4].[OH-].[Na+]>C(O)C.O>[C:3]([C:7]1[CH:12]=[CH:11][C:10]([C:13]2[N:1]=[N:2][C:16]([C:18]3[CH:27]=[CH:26][C:25]4[C:24]([CH3:29])([CH3:28])[CH2:23][CH2:22][C:21]([CH3:31])([CH3:30])[C:20]=4[CH:19]=3)=[CH:15][CH:14]=2)=[CH:9][CH:8]=1)([O:5][CH3:6])=[O:4] |f:2.3|. Reported procedure: 0.3 g (10 millimoles) of 100% pure hydrazine were added dropwise at room temperature to a solution of 4.0 g (10 millimoles) of 1-(4-carbomethoxyphenyl)-4-(5,6,7,8-tetrahydro-5,5,8,8-tetramethyl-2-naphthalenyl)-butane-1,4-dione (for preparation see Example 9) in 50 ml of ethanol. The reaction mixture was then refluxed for 20 minutes, cooled and then stirred into water, and the yellow crystals were filtered off under suction and dried in a stream of nitrogen. For aromatization of unoxidized dihydr... The reactants are CCOC(=O)C(CCC(=O)c1ccc(OC)c(C)c1C)N=C(c1ccccc1)c1ccccc1, CCO. Yields the product CCOC(=O)C1CCC(c2ccc(OC)c(C)c2C)N1. Reaction SMILES: [CH2:1]([CH3:2])[O:3][C:4]([CH:5]([CH2:6][CH2:7][C:8]([c:10]1[c:11]([CH3:19])[c:12]([CH3:18])[c:13]([O:16][CH3:17])[cH:14][cH:15]1)=[O:33])[N:20]=[C:9]([c:21]1[cH:22][cH:23][cH:24][cH:25][cH:26]1)[c:27]1[cH:28][cH:29][cH:30][cH:31][cH:32]1)=[O:34].[CH3:35][CH2:36][OH:37]>>[CH2:1]([CH3:2])[O:3][C:4]([CH:5]1[CH2:6][CH2:7][CH:8]([c:10]2[c:11]([CH3:19])[c:12]([CH3:18])[c:13]([O:16][CH3:17])[cH:14][cH:15]2)[NH:20]1)=[O:34]. The reactants are C(C)OC(C(C)(C)OC1=CC(=CC=C1)OCCC=1N=C(OC1C)C=1C=C(C=CC1)C1=CC=CC=C1)=O (2-{3-[2-(2-biphenyl-3-yl-5-methyloxazol-4-yl)ethoxy]phenoxy}-2-methylpropionic acid ethyl ester), [OH-].[Na+] (NaOH). Run in C(C)O (ethanol), C1CCOC1 (THF). Reaction conditions: temperature 55 celsius, time 1 hour. Yields the product C1(=CC(=CC=C1)C=1OC(=C(N1)CCOC=1C=C(OC(C(=O)O)(C)C)C=CC1)C)C1=CC=CC=C1 (2-{3-[2-(2-Biphenyl-3-yl-5-methyloxazol-4-yl)ethoxy]phenoxy}-2-methylpropionic acid). RXN SMILES: C([O:3][C:4](=[O:36])[C:5]([O:8][C:9]1[CH:14]=[CH:13][CH:12]=[C:11]([O:15][CH2:16][CH2:17][C:18]2[N:19]=[C:20]([C:24]3[CH:25]=[C:26]([C:30]4[CH:35]=[CH:34][CH:33]=[CH:32][CH:31]=4)[CH:27]=[CH:28][CH:29]=3)[O:21][C:22]=2[CH3:23])[CH:10]=1)([CH3:7])[CH3:6])C.[OH-].[Na+]>C(O)C.C1COCC1>[C:26]1([C:30]2[CH:35]=[CH:34][CH:33]=[CH:32][CH:31]=2)[CH:27]=[CH:28][CH:29]=[C:24]([C:20]2[O:21][C:22]([CH3:23])=[C:18]([CH2:17][CH2:16][O:15][C:11]3[CH:10]=[C:9]([CH:14]=[CH:13][CH:12]=3)[O:8][C:5]([CH3:7])([CH3:6])[C:4]([OH:36])=[O:3])[N:19]=2)[CH:25]=1 |f:1.2|. Procedure: Under nitrogen, 2-{3-[2-(2-biphenyl-3-yl-5-methyloxazol-4-yl)ethoxy]phenoxy}-2-methylpropionic acid ethyl ester (0.53 mmol) in ethanol (2.5 mL) and THF (2.5 mL) was treated with 2.0 N NaOH (2.0 mL). The reaction mixture was stirred at 55° C. for 1 h and concentrated in vacuo. The resulting slurry was suspended in ethyl acetate, acidified to pH 1 with 1N HCl, and partitioned. The organic layer was washed with brine, dried (Na2SO4), and concentrated in vacuo to provide the desired product. mp 67-7... Starting materials: [OH-].[K+] (Potassium hydroxide), ClC12C3OC(OC3C(C(=C1Cl)Cl)(C2(OC)OC)Cl)=O (1,7,8,9-tetrachloro-10,10-dimethoxy-3,5-dioxa-tricyclo[5.2.1.02,6]dec-8-en-4-one). The solvent is O (water), Cl (HCl), O (water), C1CCOC1 (THF). Run at time 8 hour. Product: ClC12C(C(C(C(=C1Cl)Cl)(C2(OC)OC)Cl)O)O (1,4,5,6-Tetrachloro-7,7-dimethoxy-bicyclo[2.2.1]hept-5-ene-2,3-diol). Isolated yield 77.8%. As a reaction SMILES: [OH-].[K+].[Cl:3][C:4]12[C:15]([O:18][CH3:19])([O:16][CH3:17])[C:10]([Cl:20])([C:11]([Cl:14])=[C:12]1[Cl:13])[CH:9]1[CH:5]2[O:6]C(=O)[O:8]1>O.C1COCC1.Cl>[Cl:3][C:4]12[C:15]([O:16][CH3:17])([O:18][CH3:19])[C:10]([Cl:20])([C:11]([Cl:14])=[C:12]1[Cl:13])[CH:9]([OH:8])[CH:5]2[OH:6] |f:0.1|. Reported procedure: Potassium hydroxide (112 g, 1.20 mol) in water (1 L) was treated with 1,7,8,9-tetrachloro-10,10-dimethoxy-3,5-dioxa-tricyclo[5.2.1.02,6]dec-8-en-4-one (358.3 g, 1.23 mol) in THF (500 mL) via addition funnel, producing a slight exotherm. The reddish solution was stirred overnight at room temperature. By morning, the solution became a murky dispersion, which was diluted with water (500 mL), and 12N HCl (20 mL) to pH 10. The product was extracted with EtOAc (1×1000 mL) and ether (1×500 mL). The com... The reactants are NC=1C=C2CC(N(C2=C(C1)F)CCF)=O (5-Amino-7-fluoro-1-(2-fluoro-ethyl)-1,3-dihydro-indol-2-one), C(C)(C)(C)OC(NC[C@@H]1OC1)=O ((S)-oxiranylmethyl-carbamic acid tert-butyl ester), FC(S(=O)(=O)[O-])(F)F.[Li+] (lithium trifluoromethanesulfonate). The solvent is C(C)#N (acetonitrile), C(C)(=O)OCC (ethyl acetate). The product is C(C)(C)(C)OC(NC[C@@H](CNC=1C=C2CC(N(C2=C(C1)F)CCF)=O)O)=O ((R)-{3-[7-fluoro-1-(2-fluoro-ethyl)-2-oxo-2,3-dihydro-1H-indol-5-ylamino]-2-hydroxy-propyl}-carbamic acid tert-butyl ester). Reaction SMILES: [NH2:1][C:2]1[CH:3]=[C:4]2[C:8](=[C:9]([F:11])[CH:10]=1)[N:7]([CH2:12][CH2:13][F:14])[C:6](=[O:15])[CH2:5]2.[C:16]([O:20][C:21](=[O:27])[NH:22][CH2:23][C@H:24]1[CH2:26][O:25]1)([CH3:19])([CH3:18])[CH3:17].FC(F)(F)S([O-])(=O)=O.[Li+]>C(#N)C.C(OCC)(=O)C>[C:16]([O:20][C:21](=[O:27])[NH:22][CH2:23][C@H:24]([OH:25])[CH2:26][NH:1][C:2]1[CH:3]=[C:4]2[C:8](=[C:9]([F:11])[CH:10]=1)[N:7]([CH2:12][CH2:13][F:14])[C:6](=[O:15])[CH2:5]2)([CH3:18])([CH3:17])[CH3:19] |f:2.3|. Reported procedure: 5-Amino-7-fluoro-1-(2-fluoro-ethyl)-1,3-dihydro-indol-2-one (0.39 g, 1.84 mmol), (S)-oxiranylmethyl-carbamic acid tert-butyl ester (0.319 g, 1.84 mmol) and lithium trifluoromethanesulfonate (0.283 g, 1.84 mmol) in acetonitrile (4 ml) are heated at 90° C. for 6 hours. The reaction mixture is diluted with ethyl acetate, washed with water and brine, dried (Na2SO4) and evaporated. Final purification by flash chromatography (70% Ethyl acetate/hexane) gives the title compound as a yellow-brown foamy s... The reactants are O=C(CC(=O)OCC)CCC(=O)OCC (diethyl 3-oxohexanedioate), COC=1C=C(N)C=C(C1)OC (3,5-dimethoxyaniline). The product is OC1=C2C(CC3N(C2=CC(=C1)O)C(CC3)=O)=O (3a,4-Dihydro-6,8-dihydroxy-2H,3H-pyrrolo[1,2-a]quinoline-1,5-dione). The yield is 77.0%. RXN SMILES: O=[C:2]([CH2:9][CH2:10][C:11]([O:13]CC)=O)[CH2:3][C:4]([O:6]CC)=O.C[O:17][C:18]1[CH:19]=[C:20]([CH:22]=[C:23]([O:25]C)[CH:24]=1)[NH2:21]>>[OH:17][C:18]1[CH:24]=[C:23]([OH:25])[CH:22]=[C:20]2[C:19]=1[C:4](=[O:6])[CH2:3][CH:2]1[CH2:9][CH2:10][C:11](=[O:13])[N:21]12. Reported procedure: By the procedures of Examples 2 and 3, diethyl 3-oxohexanedioate [Tetrahedron 23, p. 897 (1967)] and 3,5-dimethoxyaniline were converted to title product, recrystallized from ethyl acetate/cyclohexane, in 77% yield, m.p. 254°-256° C.; m/e 233 (m+); ir (KBr) 3448, 2857, 1680, 1639 cm-1.